This data is from the Open Reaction Database (ORD), a public repository of structured organic reaction records. The task is: describe an organic reaction: reactants, conditions, products, and yield Reactants: C(C(C)C)C=1C(=C(SC1C)C(=O)O)C (4-isobutyl-3,5-dimethyl-thiophene-2-carboxylic acid), OC1=C(C=C(C(=N)NO)C=C1C)CC (4,N-dihydroxy-3-ethyl-5-methyl-benzamidine). The product is C(C)C1=C(C(=CC(=C1)C1=NOC(=N1)C=1SC(=C(C1C)CC(C)C)C)C)O (2-Ethyl-4-[5-(4-isobutyl-3,5-dimethyl-thiophen-2-yl)-[1,2,4]oxadiazol-3-yl]-6-methyl-phenol). As a reaction SMILES: [CH2:1]([C:5]1[C:6]([CH3:14])=[C:7]([C:11]([OH:13])=O)[S:8][C:9]=1[CH3:10])[CH:2]([CH3:4])[CH3:3].[OH:15][C:16]1[C:25]([CH3:26])=[CH:24][C:19]([C:20]([NH:22]O)=[NH:21])=[CH:18][C:17]=1[CH2:27][CH3:28]>>[CH2:27]([C:17]1[CH:18]=[C:19]([C:20]2[N:22]=[C:11]([C:7]3[S:8][C:9]([CH3:10])=[C:5]([CH2:1][CH:2]([CH3:3])[CH3:4])[C:6]=3[CH3:14])[O:13][N:21]=2)[CH:24]=[C:25]([CH3:26])[C:16]=1[OH:15])[CH3:28]. Procedure: 2-Ethyl-4-[5-(4-isobutyl-3,5-dimethyl-thiophen-2-yl)-[1,2,4]oxadiazol-3-yl]-6-methyl-phenol is prepared in analogy to Example 21 starting from 4-isobutyl-3,5-dimethyl-thiophene-2-carboxylic acid and 4,N-dihydroxy-3-ethyl-5-methyl-benzamidine; LC-MS: tR=1.20 min, [M+1]=371.04. Reactants: C1(CC1)\C=N\[S@](=O)C(C)(C)C ((R,E)-N-(cyclopropylmethylene)-2-methylpropane-2-sulfinamide), C1CCOC1 (THF), C(C)(=O)OC (Methyl acetate), C[Si](C)(C)[N-][Si](C)(C)C.[Na+] (NaHMDS), C1CCOC1 (THF). The solvent is CCOC(=O)C (EtOAc). Run at temperature -78 celsius, time 3 hour. Product: C1(CC1)[C@H](CC(CC(=O)OC)=O)N[S@](=O)C(C)(C)C ((5S)-methyl 5-cyclopropyl-5-[(R)-1,1-dimethylethylsulfinamido]-3-oxopentanoate). The yield is 79.0%. RXN SMILES: C[Si]([N-][Si](C)(C)C)(C)C.[Na+].[C:11]([O:14][CH3:15])(=[O:13])[CH3:12].[CH:16]1(/[CH:19]=[N:20]/[S@@:21]([C:23]([CH3:26])([CH3:25])[CH3:24])=[O:22])[CH2:18][CH2:17]1.C1C[O:30][CH2:29][CH2:28]1>CCOC(C)=O>[CH:16]1([C@@H:19]([NH:20][S@@:21]([C:23]([CH3:26])([CH3:25])[CH3:24])=[O:22])[CH2:28][C:29](=[O:30])[CH2:12][C:11]([O:14][CH3:15])=[O:13])[CH2:17][CH2:18]1 |f:0.1|. Reported procedure: NaHMDS (428 mL, 1 M in hexane) was dissolved in THF (356 mL) and the resulting solution was cooled to −78° C. Methyl acetate (28.3 mL, 356 mmol) was added over 15 minutes and the reaction mixture was stirred at −78° C. for 1 h after which a solution (R,E)-N-(cyclopropylmethylene)-2-methylpropane-2-sulfinamide (26) (12.3 g, 71.3 mmol) in THF (50 mL) was added over 15 minutes. The reaction mixture was warmed to −20° C. and stirred at this temperature for 3 h after which HPLC indicated that the rea...